From a dataset of the Open Reaction Database (ORD), a public repository of structured organic reaction records. describe an organic reaction: reactants, conditions, products, and yield The reactants are CNC, CCO, O=C1CC(c2cccc(-c3nc(CCl)co3)c2)=Nc2ccc(-n3cccc3)cc2N1, O. Product: CN(C)Cc1coc(-c2cccc(C3=Nc4ccc(-n5cccc5)cc4NC(=O)C3)c2)n1. RXN SMILES: [CH3:31][NH:32][CH3:33].[CH3:35][CH2:36][OH:37].[Cl:1][CH2:2][c:3]1[n:4][c:5](-[c:8]2[cH:9][c:10]([C:14]3=[N:15][c:16]4[c:17]([cH:22][c:23](-[n:26]5[cH:27][cH:28][cH:29][cH:30]5)[cH:24][cH:25]4)[NH:18][C:19](=[O:21])[CH2:20]3)[cH:11][cH:12][cH:13]2)[o:6][cH:7]1.[OH2:34]>>[CH2:2]([c:3]1[n:4][c:5](-[c:8]2[cH:9][c:10]([C:14]3=[N:15][c:16]4[c:17]([cH:22][c:23](-[n:26]5[cH:27][cH:28][cH:29][cH:30]5)[cH:24][cH:25]4)[NH:18][C:19](=[O:21])[CH2:20]3)[cH:11][cH:12][cH:13]2)[o:6][cH:7]1)[N:32]([CH3:31])[CH3:33]. The reactants are CC(C)(C)[Si](C)(C)Cl, ClCCl, Oc1ccc2[nH]ncc2c1, O=C(O)CC(O)(CC(=O)O)C(=O)O, c1c[nH]cn1. The product is CC(C)(C)[Si](C)(C)Oc1ccc2[nH]ncc2c1. Reaction SMILES: [C:11]([CH3:12])([CH3:13])([CH3:14])[Si:15]([CH3:16])([CH3:17])[Cl:18].[Cl:37][CH2:38][Cl:39].[OH:1][c:2]1[cH:3][c:4]2[cH:5][n:6][nH:7][c:8]2[cH:9][cH:10]1.[OH:24][C:25]([CH2:26][C:27]([C:28](=[O:29])[OH:30])([CH2:31][C:32](=[O:33])[OH:34])[OH:35])=[O:36].[nH:19]1[cH:20][cH:21][n:22][cH:23]1>>[O:1]([c:2]1[cH:3][c:4]2[cH:5][n:6][nH:7][c:8]2[cH:9][cH:10]1)[Si:15]([C:11]([CH3:12])([CH3:13])[CH3:14])([CH3:16])[CH3:17].